Dataset: the Open Reaction Database (ORD), a public repository of structured organic reaction records. Task: describe an organic reaction: reactants, conditions, products, and yield Starting materials: CS(=O)(=O)C1=CC(=C(C=C1)[N+](=O)[O-])C(F)(F)F (4-(methylsulfonyl)-2-(trifluoromethyl)nitrobenzene), FC(C=1C=C(C=CC1)[N+](=O)[O-])(F)F (3-(trifluoromethyl)nitrobenzene). Product: CS(=O)(=O)C1=CC(=C(N)C=C1)C(F)(F)F (4-(Methylsulfonyl)-2-(trifluoromethyl)aniline). As a reaction SMILES: [CH3:1][S:2]([C:5]1[CH:10]=[CH:9][C:8]([N+:11]([O-])=O)=[C:7]([C:14]([F:17])([F:16])[F:15])[CH:6]=1)(=[O:4])=[O:3].FC(F)(F)C1C=C([N+]([O-])=O)C=CC=1>>[CH3:1][S:2]([C:5]1[CH:10]=[CH:9][C:8]([NH2:11])=[C:7]([C:14]([F:15])([F:16])[F:17])[CH:6]=1)(=[O:4])=[O:3]. Procedure: The subtitle compound was prepared according to the procedure of Example 135 using 4-(methylsulfonyl)-2-(trifluoromethyl)nitrobenzene instead of 4-methylsulfonyl)-3-(trifluoromethyl)nitrobenzene in step 2. Starting materials: Cl.CC1C(CCC1)NN (2-methylcyclopentylhydrazine hydrochloride), C[O-].[Na+] (sodium methoxide), C(C)OC(C)=C(C#N)C#N ((1-ethoxyethylidene)malononitrile). The solvent is C(C)O (ethanol). Run at time 10 minute. Yields the product CC1C(CCC1)N1N=C(C(=C1N)C#N)C (1-(2-methylcyclopentyl)-3-methyl-5-amino-1H-pyrazole-4-carbonitrile). Isolated yield 56.2%. As a reaction SMILES: Cl.[CH3:2][CH:3]1[CH2:7][CH2:6][CH2:5][CH:4]1[NH:8][NH2:9].C[O-].[Na+].C(O[C:16](=[C:18]([C:21]#[N:22])[C:19]#[N:20])[CH3:17])C>C(O)C>[CH3:2][CH:3]1[CH2:7][CH2:6][CH2:5][CH:4]1[N:8]1[C:21]([NH2:22])=[C:18]([C:19]#[N:20])[C:16]([CH3:17])=[N:9]1 |f:0.1,2.3|. Procedure: To a solution of 2-methylcyclopentylhydrazine hydrochloride (7.4 g, 48.8 mmol) in ethanol (100 ml) was added sodium methoxide (2.6 g, 48.8 mmol). The resulting white suspension was stirred for 10 minutes at room temperature and then (1-ethoxyethylidene)malononitrile (6.7 g, 48.8 mmol) was added. The reaction mixture was heated to reflux and was stirred for 5 hours. The solvent was removed in vacuo and the residue was partitioned between chloroform and water. The organic layer was separated and t... Reactants: [C-]#N.[K+] (potassium cyanide), C(=O)C1(CC1)C(=O)OCC (ethyl 1-formylcyclopropane-1-carboxylate), S(=O)(O)[O-].[Na+] (sodium hydrogen sulfite), ice water, C1(=CC=CC=C1)[C@H](C)N ((S)-1-phenylethylamine). The solvent is O (water), C(C)O (ethanol). Run at temperature 50 celsius, time 2 hour. Product: C(#N)C(C1(CC1)C(=O)OCC)N[C@@H](C)C1=CC=CC=C1 (1-[(RS)-1-Cyano-[(S)-1-phenylethylamino]methyl]-1-ethoxycarbonylcyclopropane). Isolated yield 81.9%. RXN SMILES: [CH:1]([C:3]1([C:6]([O:8][CH2:9][CH3:10])=[O:7])[CH2:5][CH2:4]1)=O.[C:11]1([C@@H:17]([NH2:19])[CH3:18])[CH:16]=[CH:15][CH:14]=[CH:13][CH:12]=1.[C-:20]#[N:21].[K+].S([O-])(O)=O.[Na+]>C(O)C.O>[C:20]([CH:1]([NH:19][C@H:17]([C:11]1[CH:16]=[CH:15][CH:14]=[CH:13][CH:12]=1)[CH3:18])[C:3]1([C:6]([O:8][CH2:9][CH3:10])=[O:7])[CH2:5][CH2:4]1)#[N:21] |f:2.3,4.5|. Procedure: An eggplant type flask was charged with 10 g of ethyl 1-formylcyclopropane-1-carboxylate to which were further added 12.8 g of (S)-1-phenylethylamine dissolved in 100 ml of ethanol, 6.9 g of potassium cyanide dissolved in 40 ml of water and 22 g of sodium hydrogen sulfite in that order at 0° C. The reaction system was stirred for 2 hours at 50° C. After confirming completion of the reaction, the reaction solution was mixed with ice water and extracted with ethyl acetate. Next, the resulting orga... Starting materials: CNCCCO, CS(C)=O, CC(Nc1nc(-c2cnccn2)nc(Cl)c1-c1c(F)cc(F)cc1F)C(F)(F)F, [H-], [Na+]. Yields the product CNCCCOc1cc(F)c(-c2c(Cl)nc(-c3cnccn3)nc2NC(C)C(F)(F)F)c(F)c1. Reaction SMILES: [CH3:30][NH:31][CH2:32][CH2:33][CH2:34][OH:35].[CH3:38][S:39]([CH3:40])=[O:41].[Cl:1][c:2]1[c:3](-[c:21]2[c:22]([F:29])[cH:23][c:24]([F:28])[cH:25][c:26]2[F:27])[c:4]([NH:14][CH:15]([C:16]([F:17])([F:18])[F:19])[CH3:20])[n:5][c:6](-[c:8]2[n:9][cH:10][cH:11][n:12][cH:13]2)[n:7]1.[H-:36].[Na+:37]>>[Cl:1][c:2]1[c:3](-[c:21]2[c:22]([F:29])[cH:23][c:24]([O:35][CH2:34][CH2:33][CH2:32][NH:31][CH3:30])[cH:25][c:26]2[F:27])[c:4]([NH:14][CH:15]([C:16]([F:17])([F:18])[F:19])[CH3:20])[n:5][c:6](-[c:8]2[n:9][cH:10][cH:11][n:12][cH:13]2)[n:7]1. The reactants are N[C@@H](C(=O)OC(C)(C)C)C1=CC=CC=C1.Cl ((R)-tert-butyl 2-amino-2-phenylacetate HCl), C(C)(C)N(CC)C(C)C (diisopropylethylamine), ClC(=O)OC (ClCO2Me). Solvent: C1CCOC1 (THF). Reaction conditions: time 5.5 hour. Yields the product COC(=O)N[C@@H](C(=O)OC(C)(C)C)C1=CC=CC=C1 ((R)-tert-butyl 2-(methoxycarbonylamino)-2-phenylacetate). Yield: 71.6%. Reaction SMILES: Cl[C:2]([O:4][CH3:5])=[O:3].[NH2:6][C@H:7]([C:15]1[CH:20]=[CH:19][CH:18]=[CH:17][CH:16]=1)[C:8]([O:10][C:11]([CH3:14])([CH3:13])[CH3:12])=[O:9].Cl.C(N(C(C)C)CC)(C)C>C1COCC1>[CH3:5][O:4][C:2]([NH:6][C@H:7]([C:15]1[CH:16]=[CH:17][CH:18]=[CH:19][CH:20]=1)[C:8]([O:10][C:11]([CH3:14])([CH3:13])[CH3:12])=[O:9])=[O:3] |f:1.2|. Procedure: ClCO2Me (3.2 mL, 41.4 mmol) was added dropwise to a cooled (ice/water) THF (410 mL) semi-solution of (R)-tert-butyl 2-amino-2-phenylacetate/HCl (9.877 g, 40.52 mmol) and diisopropylethylamine (14.2 mL, 81.52 mmol) over 6 min, and stirred at similar temperature for 5.5 hours. The volatile component was removed in vacuo, and the residue was partitioned between water (100 mL) and ethyl acetate (200 mL). The organic layer was washed with 1N HCl (25 mL) and saturated NaHCO3 solution (30 mL), dried (M... Reactants: BrC1=C(C(=CC(=C1)C(C)C)C(C)C)O (2-bromo4,6-diisopropyl-phenol), BrC1=C(C(=CC(=C1)C(C)C)C(C)C)O (2-bromo4,6-diisopropyl-phenol), ICCC (1-iodopropane), C(=O)([O-])[O-].[K+].[K+] (K2CO3). Solvent: CC(=O)C (acetone). Reaction conditions: time 64 hour. Yields the product BrC1=C(C(=CC(=C1)C(C)C)C(C)C)OCCC (1-Bromo-3,5-diisopropyl-2-propoxy-benzene). Isolated yield 95.5%. As a reaction SMILES: [Br:1][C:2]1[CH:7]=[C:6]([CH:8]([CH3:10])[CH3:9])[CH:5]=[C:4]([CH:11]([CH3:13])[CH3:12])[C:3]=1[OH:14].I[CH2:16][CH2:17][CH3:18].C([O-])([O-])=O.[K+].[K+]>CC(C)=O>[Br:1][C:2]1[CH:7]=[C:6]([CH:8]([CH3:9])[CH3:10])[CH:5]=[C:4]([CH:11]([CH3:13])[CH3:12])[C:3]=1[O:14][CH2:16][CH2:17][CH3:18] |f:2.3.4|. Reported procedure: A mixture of 2-bromo-4,6-diisopropyl-phenol (Intermediate 2, 14.5 g, 56 mmol), 1-iodopropane (16.5 mL, 169 mmol), and K2CO3 (38.6 g, 280 mmol) in acetone (100 mL) was stirred at room temperature for 64 h. The solvent was removed in vacuo, and the residue was taken up in CHCl3 and filtered. The filtrate was concentrated in vacuo and the crude product was purified by flash column chromatography on silica gel (hexanes) to yield the title compound as a colorless oil (16.0 g, 95%). Starting materials: NCCC1=CC=C(C=C1)NC[C@H](N)C1=CC=CC=C1 ((R)-N2-[4-(2-aminoethyl)phenyl]-1-phenylethane-1,2-diamine), C(C)(=O)OC(C)C (isopropyl acetate), C(C1=CC=CC=C1)OC1=C(C=C(C=C1)[C@H](CBr)O[Si](C)(C)C(C)(C)C)NC=O (N-[2-benzyloxy-5-((R)-2-bromo-1-(tert-butyldimethylsilanyloxy)ethyl)phenyl]formamide), C([O-])([O-])=O.[K+].[K+] (potassium carbonate). The solvent is O (water), CS(=O)C (dimethyl sulfoxide). Run at temperature 100 celsius, time 85 minute. Yields the product N[C@@H](CNC1=CC=C(C=C1)CCNC[C@H](O[Si](C)(C)C(C)(C)C)C=1C=CC(=C(C1)NC=O)OCC1=CC=CC=C1)C1=CC=CC=C1 (N-[5-((R)-2-{2-[4-((R)-2-amino-2-phenylethylamino)phenyl]-ethylamino}-1-(tert-butyldimethylsilanyloxy)ethyl)-2-benzyloxyphenyl]formamide). As a reaction SMILES: [NH2:1][CH2:2][CH2:3][C:4]1[CH:9]=[CH:8][C:7]([NH:10][CH2:11][C@@H:12]([C:14]2[CH:19]=[CH:18][CH:17]=[CH:16][CH:15]=2)[NH2:13])=[CH:6][CH:5]=1.[CH2:20]([O:27][C:28]1[CH:33]=[CH:32][C:31]([C@@H:34]([O:37][Si:38]([C:41]([CH3:44])([CH3:43])[CH3:42])([CH3:40])[CH3:39])[CH2:35]Br)=[CH:30][C:29]=1[NH:45][CH:46]=[O:47])[C:21]1[CH:26]=[CH:25][CH:24]=[CH:23][CH:22]=1.C(=O)([O-])[O-].[K+].[K+].C(OC(C)C)(=O)C>O.CS(C)=O>[NH2:13][C@H:12]([C:14]1[CH:19]=[CH:18][CH:17]=[CH:16][CH:15]=1)[CH2:11][NH:10][C:7]1[CH:8]=[CH:9][C:4]([CH2:3][CH2:2][NH:1][CH2:35][C@@H:34]([C:31]2[CH:32]=[CH:33][C:28]([O:27][CH2:20][C:21]3[CH:26]=[CH:25][CH:24]=[CH:23][CH:22]=3)=[C:29]([NH:45][CH:46]=[O:47])[CH:30]=2)[O:37][Si:38]([C:41]([CH3:44])([CH3:43])[CH3:42])([CH3:39])[CH3:40])=[CH:5][CH:6]=1 |f:2.3.4|. Procedure details: Under nitrogen, (R)-N2-[4-(2-aminoethyl)phenyl]-1-phenylethane-1,2-diamine (Example 5) (22.4 g, 1.4 equiv), N-[2-benzyloxy-5-((R)-2-bromo-1-(tert-butyldimethylsilanyloxy)ethyl)phenyl]formamide (29.2 g, 1.0 equiv), potassium carbonate (34.7 g, 4.0 equiv) were combined with dimethyl sulfoxide (35 mL). The resulting slurry was stirred at 100° C. for 85 minutes. The mixture was cooled to room temperature and water (200 mL) and isopropyl acetate (200 mL) were added. The layers were separated and the ... The reactants are C(C)(=O)OCC (ethyl acetate), [H-].[Na+] (Sodium hydride), N=1N=CN(C1)NC1=CC=C(C#N)C=C1 (4-([1,2,4]triazol-4-ylamino)-benzonitrile), C(C1=CC=CC=C1)OC1=C(C=C(C=C1)CCl)F (1-benzyloxy-4-chloromethyl-2-fluoro-benzene). Solvent: O (water), CN(C)C=O (DMF). Reaction conditions: time 8 hour. The product is C(C1=CC=CC=C1)OC1=C(C=C(CN(C2=CC=C(C#N)C=C2)N2C=NN=C2)C=C1)F (4-[(4-Benzyloxy-3-fluoro-benzyl)-[1,2,4]triazol-4-yl-amino]-benzonitrile). RXN SMILES: [H-].[Na+].[N:3]1[N:4]=[CH:5][N:6]([NH:8][C:9]2[CH:16]=[CH:15][C:12]([C:13]#[N:14])=[CH:11][CH:10]=2)[CH:7]=1.[CH2:17]([O:24][C:25]1[CH:30]=[CH:29][C:28]([CH2:31]Cl)=[CH:27][C:26]=1[F:33])[C:18]1[CH:23]=[CH:22][CH:21]=[CH:20][CH:19]=1.C(OCC)(=O)C>CN(C=O)C.O>[CH2:17]([O:24][C:25]1[CH:30]=[CH:29][C:28]([CH2:31][N:8]([N:6]2[CH:5]=[N:4][N:3]=[CH:7]2)[C:9]2[CH:10]=[CH:11][C:12]([C:13]#[N:14])=[CH:15][CH:16]=2)=[CH:27][C:26]=1[F:33])[C:18]1[CH:19]=[CH:20][CH:21]=[CH:22][CH:23]=1 |f:0.1|. Procedure: Sodium hydride (600%, 400 mg, 10.0 mmol) was added to a solution of 4-([1,2,4]triazol-4-ylamino)-benzonitrile (1.8-52 g, 10.0 mmol) in DMF (50 mL) at room temperature. The mixture was stirred for 1 h at this temperature and 1-benzyloxy-4-chloromethyl-2-fluoro-benzene (CAB03018, 2.51 g, 10.0 mmol) was added. The reaction mixture was stirred overnight and ethyl acetate (200 mL) and water (50 mL) were added. The mixture was transferred into a separation funnel and washed with water (2×50 mL) and br...